From a dataset of the Open Reaction Database (ORD), a public repository of structured organic reaction records. describe an organic reaction: reactants, conditions, products, and yield Starting materials: N#Cc1ccc(-c2ccc(N3CCC4CN(C(=O)OCc5ccccc5)CC43)cc2)cc1, O=C(O)C(F)(F)F. Yields the product N#Cc1ccc(-c2ccc(N3CCC4CNCC43)cc2)cc1. Reaction SMILES: [CH2:1]([O:2][C:3](=[O:4])[N:11]1[CH2:12][CH:13]2[N:14]([c:19]3[cH:20][cH:21][c:22](-[c:25]4[cH:26][cH:27][c:28]([C:31]#[N:32])[cH:29][cH:30]4)[cH:23][cH:24]3)[CH2:15][CH2:16][CH:17]2[CH2:18]1)[c:5]1[cH:6][cH:7][cH:8][cH:9][cH:10]1.[OH:33][C:34]([C:35]([F:36])([F:37])[F:38])=[O:39]>>[NH:11]1[CH2:12][CH:13]2[N:14]([c:19]3[cH:20][cH:21][c:22](-[c:25]4[cH:26][cH:27][c:28]([C:31]#[N:32])[cH:29][cH:30]4)[cH:23][cH:24]3)[CH2:15][CH2:16][CH:17]2[CH2:18]1. Reactants: CI, [Na+], [Na+], O=C([O-])[O-], CN(C)C=O, O, OC1CNCc2sccc21. Yields the product CN1Cc2sccc2C(O)C1. RXN SMILES: [CH3:17][I:18].[Na+:11].[Na+:12].[O-:13][C:14](=[O:15])[O-:16].[O:20]=[CH:21][N:22]([CH3:23])[CH3:24].[OH2:19].[s:1]1[cH:2][cH:3][c:4]2[c:5]1[CH2:6][NH:7][CH2:8][CH:9]2[OH:10]>>[s:1]1[cH:2][cH:3][c:4]2[c:5]1[CH2:6][N:7]([CH3:14])[CH2:8][CH:9]2[OH:10]. The product is ClC=1C=C(C=CC1N(C(C1=CC=CC=C1)=O)C)SC=1C=C(C=CC1)C1(CCOCC1)OC (4-[3-(3-chloro-4-(N-methylbenzamido)phenylthio)phenyl]-4-methoxytetrahydropyran). Isolated yield 86.0%. Procedure: Using a similar procedure to that described in Example 18, 4-[3-(4-benzamido-3-chlorophenylthio)phenyl]-4-methoxytetrahydropyran was reacted with methyl iodide to give 4-[3-(3-chloro-4-(N-methylbenzamido)phenylthio)phenyl]-4-methoxytetrahydropyran in 86% yield as a gum. Starting materials: C(C1=CC=CC=C1)(=O)NC1=C(C=C(C=C1)SC=1C=C(C=CC1)C1(CCOCC1)OC)Cl (4-[3-(4-benzamido-3-chlorophenylthio)phenyl]-4-methoxytetrahydropyran), CI (methyl iodide). Reaction SMILES: [C:1]([NH:9][C:10]1[CH:15]=[CH:14][C:13]([S:16][C:17]2[CH:18]=[C:19]([C:23]3([O:29][CH3:30])[CH2:28][CH2:27][O:26][CH2:25][CH2:24]3)[CH:20]=[CH:21][CH:22]=2)=[CH:12][C:11]=1[Cl:31])(=[O:8])[C:2]1[CH:7]=[CH:6][CH:5]=[CH:4][CH:3]=1.[CH3:32]I>>[Cl:31][C:11]1[CH:12]=[C:13]([S:16][C:17]2[CH:18]=[C:19]([C:23]3([O:29][CH3:30])[CH2:24][CH2:25][O:26][CH2:27][CH2:28]3)[CH:20]=[CH:21][CH:22]=2)[CH:14]=[CH:15][C:10]=1[N:9]([CH3:32])[C:1](=[O:8])[C:2]1[CH:7]=[CH:6][CH:5]=[CH:4][CH:3]=1. Starting materials: IC#CCCCCCO (7-iodo-6-heptynol), C[Si](C)(C)C#C (trimethylsilylacetylene), C(C)(C)NC(C)C (diisopropylamine). Reagents/catalysts: [Cu](I)I (copper iodide). Run in CCOCC (ether), C1CCOC1 (THF). Reaction conditions: time 1 hour. The product is C[Si](C#CC#CCCCCCO)(C)C (9-trimethylsilyl-6,8-nonadiyn-1-ol). The yield is 57.1%. RXN SMILES: I[C:2]#[C:3][CH2:4][CH2:5][CH2:6][CH2:7][CH2:8][OH:9].[CH3:10][Si:11]([C:14]#[CH:15])([CH3:13])[CH3:12].C(NC(C)C)(C)C>C1COCC1.CCOCC.[Cu](I)I>[CH3:10][Si:11]([CH3:13])([CH3:12])[C:14]#[C:15][C:2]#[C:3][CH2:4][CH2:5][CH2:6][CH2:7][CH2:8][OH:9]. Procedure: To a solution of 7-iodo-6-heptynol (100 mg, 0.42 mmol), trimethylsilylacetylene (0.072 ml, 0.5 mmol), diphenyldichloropaladium (10 mg) and copper iodide (3 mg) in 5 ml of THF was added diisopropylamine (0.150 ml) at rt in argon atmosphere. After stirring 1 hr at rt, the mixture was diluted with ether, washed with NH4Cl solution, water and brine, dried over MgSO4 and concentrated. Purification by silica gel chromatography (hexanes:ethyl acetate=4:1) gave 50 mg of product (50% yield). Starting materials: CC(=O)O, [O-][I+2]([O-])O, I, Nc1ccccc1C(=O)O. Product: Nc1ccc(I)cc1C(=O)O. RXN SMILES: [CH3:16][C:17](=[O:18])[OH:19].[I+2:12]([OH:13])([O-:14])[O-:15].[I:11].[NH2:1][c:2]1[cH:3][cH:4][cH:5][cH:6][c:7]1[C:8]([OH:9])=[O:10]>>[NH2:1][c:2]1[cH:3][cH:4][c:5]([I:12])[cH:6][c:7]1[C:8]([OH:9])=[O:10]. The reactants are C(C)(C)(C)O[C@@H](C)[C@@H]1N(C(OC1)=O)C1=NC(=NC=C1F)N[C@@H](C)C1CCNCC1 ((R)-4-((S)-1-(tert-butoxy)ethyl)-3-(5-fluoro-2-(((S)-1-(piperidin-4-yl)ethyl)amino)pyrimidin-4-yl)oxazolidin-2-one), BrC1=CC(=C(C=C1)Cl)OC(F)(F)F (4-bromo-1-chloro-2-(trifluoromethyoxy)benzene), C=1C=CC(=CC1)P(C=2C=CC=CC2)C3=CC=C4C=CC=CC4=C3C5=C6C=CC=CC6=CC=C5P(C=7C=CC=CC7)C=8C=CC=CC8 (BINAP), C(=O)([O-])[O-].[Cs+].[Cs+] (Cs2CO3). The reagents and catalysts are CC(=O)[O-].CC(=O)[O-].[Pd+2] (Pd(OAc)2). The solvent is C1(=CC=CC=C1)C (toluene). Product: C(C)(C)(C)O[C@@H](C)[C@@H]1N(C(OC1)=O)C1=NC(=NC=C1F)N[C@@H](C)C1CCN(CC1)C1=CC(=C(C=C1)Cl)OC(F)(F)F ((R)-4-((S)-1-(tert-butoxy)ethyl)-3-(2-(((S)-1-(1-(4-chloro-3-(trifluoromethoxy)phenyl)piperidin-4-yl)ethyl)amino)-5-fluoropyrimidin-4-yl)oxazolidin-2-one). Yield: 72.2%. Reaction SMILES: [C:1]([O:5][C@H:6]([C@H:8]1[CH2:12][O:11][C:10](=[O:13])[N:9]1[C:14]1[C:19]([F:20])=[CH:18][N:17]=[C:16]([NH:21][C@H:22]([CH:24]2[CH2:29][CH2:28][NH:27][CH2:26][CH2:25]2)[CH3:23])[N:15]=1)[CH3:7])([CH3:4])([CH3:3])[CH3:2].Br[C:31]1[CH:36]=[CH:35][C:34]([Cl:37])=[C:33]([O:38][C:39]([F:42])([F:41])[F:40])[CH:32]=1.C1C=CC(P(C2C(C3C(P(C4C=CC=CC=4)C4C=CC=CC=4)=CC=C4C=3C=CC=C4)=C3C(C=CC=C3)=CC=2)C2C=CC=CC=2)=CC=1.C([O-])([O-])=O.[Cs+].[Cs+]>C1(C)C=CC=CC=1.CC([O-])=O.CC([O-])=O.[Pd+2]>[C:1]([O:5][C@H:6]([C@H:8]1[CH2:12][O:11][C:10](=[O:13])[N:9]1[C:14]1[C:19]([F:20])=[CH:18][N:17]=[C:16]([NH:21][C@H:22]([CH:24]2[CH2:29][CH2:28][N:27]([C:31]3[CH:36]=[CH:35][C:34]([Cl:37])=[C:33]([O:38][C:39]([F:41])([F:42])[F:40])[CH:32]=3)[CH2:26][CH2:25]2)[CH3:23])[N:15]=1)[CH3:7])([CH3:3])([CH3:4])[CH3:2] |f:3.4.5,7.8.9|. Procedure details: A cloudy solution of (R)-4-((S)-1-(tert-butoxy)ethyl)-3-(5-fluoro-2-(((S)-1-(piperidin-4-yl)ethyl)amino)pyrimidin-4-yl)oxazolidin-2-one (32 mg, 0.078 mmol), 4-bromo-1-chloro-2-(trifluoromethyoxy)benzene (26 mg, 0.094 mmol), Pd(OAc)2 (2 mg, 8 umol), BINAP (5 mg, 8 umol), and Cs2CO3 (51 mg, 0.156 mmol) in 6 mL toluene was heated at 90° C. for 3 days. The mixture was cooled to room temperature, and filtered through Celite. The celite cake was rinsed with 5 mL EtOAc. The filtrate was poured into 5 m... Reactants: C=CCBr, O=C([O-])[O-], CN(C)C=O, Cn1c(C(F)(F)F)cc(=O)n(-c2cc3[nH]c(=O)ccc3cc2F)c1=O, [K+], [K+]. The product is C=CCn1c(=O)ccc2cc(F)c(-n3c(=O)cc(C(F)(F)F)n(C)c3=O)cc21. RXN SMILES: [Br:26][CH2:27][CH:28]=[CH2:29].[C:30](=[O:31])([O-:32])[O-:33].[CH3:36][N:37]([CH3:38])[CH:39]=[O:40].[F:1][c:2]1[cH:3][c:4]2[cH:5][cH:6][c:7](=[O:25])[nH:8][c:9]2[cH:10][c:11]1-[n:12]1[c:13](=[O:24])[n:14]([CH3:23])[c:15]([C:19]([F:20])([F:21])[F:22])[cH:16][c:17]1=[O:18].[K+:34].[K+:35]>>[F:1][c:2]1[cH:3][c:4]2[cH:5][cH:6][c:7](=[O:25])[n:8]([CH2:29][CH:28]=[CH2:27])[c:9]2[cH:10][c:11]1-[n:12]1[c:13](=[O:24])[n:14]([CH3:23])[c:15]([C:19]([F:20])([F:21])[F:22])[cH:16][c:17]1=[O:18]. Reactants: C(CCC)C1(C(C2=CC=CC(=C2CC1)O)=O)CCCC (2,2-dibutyl-3,4-dihydro-5-hydroxy-1(2H)-naphthalenone), [H-].[Al+3].[Li+].[H-].[H-].[H-] (lithium aluminium hydride), Cl (hydrochloric acid). The solvent is C(C)OCC (diethyl ether). Reaction conditions: temperature 0 celsius, time 3 hour. Yields the product C(CCC)C1(C(C2=CC=CC(=C2CC1)O)O)CCCC (2,2-dibutyl-5-hydroxy-1,2,3,4-tetrahydro-l-naphthol). The yield is 93.7%. Reaction SMILES: [CH2:1]([C:5]1([CH2:17][CH2:18][CH2:19][CH3:20])[CH2:14][CH2:13][C:12]2[C:7](=[CH:8][CH:9]=[CH:10][C:11]=2[OH:15])[C:6]1=[O:16])[CH2:2][CH2:3][CH3:4].[H-].[Al+3].[Li+].[H-].[H-].[H-].Cl>C(OCC)C>[CH2:1]([C:5]1([CH2:17][CH2:18][CH2:19][CH3:20])[CH2:14][CH2:13][C:12]2[C:7](=[CH:8][CH:9]=[CH:10][C:11]=2[OH:15])[CH:6]1[OH:16])[CH2:2][CH2:3][CH3:4] |f:1.2.3.4.5.6|. Reported procedure: To a solution of 2,2-dibutyl-3,4-dihydro-5-hydroxy-1(2H)-naphthalenone (9.59 g) in dry diethyl ether (100 ml) was added lithium aluminium hydride (1.33 g) slowly at 0° C. under a nitrogen atmosphere. The suspension was stirred for 3 hours at 0° C. and then poured into ice. The mixture was acidified with aqueous 1N hydrochloric acid and the separated oil was extracted with diethyl ether. The extract was washed with brine and aqueous sodium bicarbonate solution. The solvent was dried and concentra...